This data is from the Open Reaction Database (ORD), a public repository of structured organic reaction records. The task is: describe an organic reaction: reactants, conditions, products, and yield The reactants are CCC(CC)c1cc(C)nn2c(-c3sc4ccc(F)cc4c3C)c(C)nc12, C[O-], COCCOCCN(CCOCCOC)CCOCCOC, ClCCl, [K+], O. Yields the product CCC(CC)c1cc(C)nn2c(-c3sc4ccc(OC)cc4c3C)c(C)nc12. As a reaction SMILES: [CH2:26]([CH3:27])[CH:28]([CH2:29][CH3:30])[c:31]1[c:32]2[n:33]([n:34][c:35]([CH3:37])[cH:36]1)[c:38](-[c:42]1[c:43]([CH3:52])[c:44]3[c:45]([s:46]1)[cH:47][cH:48][c:49]([F:51])[cH:50]3)[c:39]([CH3:41])[n:40]2.[CH3:1][O-:2].[CH3:4][O:5][CH2:6][CH2:7][O:8][CH2:9][CH2:10][N:11]([CH2:12][CH2:13][O:14][CH2:15][CH2:16][O:17][CH3:18])[CH2:19][CH2:20][O:21][CH2:22][CH2:23][O:24][CH3:25].[Cl:53][CH2:54][Cl:55].[K+:3].[OH2:56]>>[CH3:4][O:5][c:49]1[cH:48][cH:47][c:45]2[c:44]([c:43]([CH3:52])[c:42](-[c:38]3[n:33]4[c:32]([c:31]([CH:28]([CH2:26][CH3:27])[CH2:29][CH3:30])[cH:36][c:35]([CH3:37])[n:34]4)[n:40][c:39]3[CH3:41])[s:46]2)[cH:50]1. Starting materials: FC1=C(C=CC=C1C(F)(F)F)C(=O)C1=CC=C(C=C1)OC ((2-fluoro-3-trifluoromethyl-phenyl)-(4-methoxyphenyl)-methanone), Cl.BrC1=CC=C(C=C1)NN (4-bromophenylhydrazine hydrochloride). The reagents and catalysts are CN(C)C=1C=CN=CC1 (DMAP). The product is BrC1=CC=C(C=C1)N1N=C(C2=CC=CC(=C12)C(F)(F)F)C1=CC=C(C=C1)OC (1-(4-bromophenyl)-3-(4-methoxyphenyl)-7-trifluoromethyl-1H-indazole). RXN SMILES: F[C:2]1[C:7]([C:8]([F:11])([F:10])[F:9])=[CH:6][CH:5]=[CH:4][C:3]=1[C:12]([C:14]1[CH:19]=[CH:18][C:17]([O:20][CH3:21])=[CH:16][CH:15]=1)=O.Cl.[Br:23][C:24]1[CH:29]=[CH:28][C:27]([NH:30][NH2:31])=[CH:26][CH:25]=1>CN(C1C=CN=CC=1)C>[Br:23][C:24]1[CH:29]=[CH:28][C:27]([N:30]2[C:2]3[C:3](=[CH:4][CH:5]=[CH:6][C:7]=3[C:8]([F:11])([F:10])[F:9])[C:12]([C:14]3[CH:19]=[CH:18][C:17]([O:20][CH3:21])=[CH:16][CH:15]=3)=[N:31]2)=[CH:26][CH:25]=1 |f:1.2|. Procedure: Prepared according to Method C step A from (2-fluoro-3-trifluoromethyl-phenyl)-(4-methoxyphenyl)-methanone (0.149 g, 0.5 mmol), 4-bromophenylhydrazine hydrochloride (0.134 g, 0.6 mmol) and DMAP (0.061 g, 0.5 mmol) to give the title compound. The reactants are FC1=CC=C(C(=O)NCC(=O)C2=COC=C2)C=C1 (N-(4-fluorobenzoyl)-(3-furylcarbonyl)methylamine), [H-].[Na+] (sodium hydride), BrCC(=O)OCC (ethyl bromoacetate). Product: FC1=CC=C(C(=O)NC(CC(=O)OCC)C(=O)C2=COC=C2)C=C1 (ethyl 3-(4-fluorobenzoylamino)-3-(3-furylcarbonyl)propionate). Isolated yield 69.8%. Reaction SMILES: [F:1][C:2]1[CH:18]=[CH:17][C:5]([C:6]([NH:8][CH2:9][C:10]([C:12]2[CH:16]=[CH:15][O:14][CH:13]=2)=[O:11])=[O:7])=[CH:4][CH:3]=1.[H-].[Na+].Br[CH2:22][C:23]([O:25][CH2:26][CH3:27])=[O:24]>>[F:1][C:2]1[CH:3]=[CH:4][C:5]([C:6]([NH:8][CH:9]([C:10]([C:12]2[CH:16]=[CH:15][O:14][CH:13]=2)=[O:11])[CH2:22][C:23]([O:25][CH2:26][CH3:27])=[O:24])=[O:7])=[CH:17][CH:18]=1 |f:1.2|. Procedure details: 8.5 g of N-(4-fluorobenzoyl)-(3-furylcarbonyl)methylamine, 1.6 g of 61% sodium hydride and 6.3 g of ethyl bromoacetate are treated in the same manner as described in Preparation 1-(2). 8.0 g of ethyl 3-(4-fluorobenzoylamino)-3-(3-furylcarbonyl)propionate are thereby obtained. Yield: 69.6% Reactants: CN(C)C=O (DMF), ClC1=CC=CC=C1 (chlorobenzene), FC(CC(=O)Cl)(F)F (3,3,3-trifluoropropanoyl chloride), NC1=CC2=C(CCN(CC2)C(=O)OC(C)(C)C)C=C1O (1,1-dimethylethyl 7-amino-8-hydroxy-1,2,4,5-tetrahydro-3H-3-benzazepine-3-carboxylate). Product: FC(CC=1OC2=CC3=C(CCNCC3)C=C2N1)(F)F (2-(2,2,2-Trifluoroethyl)-6,7,8,9-tetrahydro-5H-[1,3]oxazolo[4,5-h][3]benzazepine), FC(CC(=O)O)(F)F (3,3,3-trifluoropropanoic acid), C(C(=O)Cl)(=O)Cl (oxalyl chloride). Reaction SMILES: [NH2:1][C:2]1[C:19]([OH:20])=[CH:18][C:5]2[CH2:6][CH2:7][N:8](C(OC(C)(C)C)=[O:12])[CH2:9][CH2:10][C:4]=2[CH:3]=1.[F:21][C:22]([F:28])([F:27])[CH2:23][C:24]([Cl:26])=[O:25].CN([CH:32]=[O:33])C.[Cl:34]C1C=CC=CC=1>>[F:21][C:22]([F:28])([F:27])[CH2:23][C:24]1[O:20][C:19]2[C:2]([N:1]=1)=[CH:3][C:4]1[CH2:10][CH2:9][NH:8][CH2:7][CH2:6][C:5]=1[CH:18]=2.[F:21][C:22]([F:28])([F:27])[CH2:23][C:24]([OH:12])=[O:25].[C:32]([Cl:34])(=[O:33])[C:24]([Cl:26])=[O:25]. Procedure details: The title compound was prepared as described in General Procedure 2 from 1,1-dimethylethyl 7-amino-8-hydroxy-1,2,4,5-tetrahydro-3H-3-benzazepine-3-carboxylate and 3,3,3-trifluoropropanoyl chloride. The latter reactant had been obtained in chlorobenzene solution from the reaction of 3,3,3-trifluoropropanoic acid with oxalyl chloride (1 eq.) in the presence of a catalytic quantity of DMF. The reactants are CC(C)(C)OC(=O)N1CCN2C(=O)c3c(cccc3C(F)(F)F)C2C1, CI, [H-], [Na+], CN(C)C=O. Yields the product CC(C)(C)OC(=O)N1CCN2C(=O)c3c(C(F)(F)F)cccc3C2(C)C1. Reaction SMILES: [C:1]([CH3:2])([CH3:3])([CH3:4])[O:5][C:6](=[O:7])[N:8]1[CH2:9][CH:10]2[N:11]([C:12](=[O:23])[c:13]3[c:14]([C:19]([F:20])([F:21])[F:22])[cH:15][cH:16][cH:17][c:18]32)[CH2:24][CH2:25]1.[CH3:26][I:27].[H-:28].[Na+:29].[O:30]=[CH:31][N:32]([CH3:33])[CH3:34]>>[C:1]([CH3:2])([CH3:3])([CH3:4])[O:5][C:6](=[O:7])[N:8]1[CH2:9][C:10]2([CH3:26])[N:11]([C:12](=[O:23])[c:13]3[c:14]([C:19]([F:20])([F:21])[F:22])[cH:15][cH:16][cH:17][c:18]32)[CH2:24][CH2:25]1. The reactants are NC=1C(=C(OCC2CCC(CC2)C(=O)NC(C)C)C=CC1)C#N (4-((3-amino-2-cyanophenoxy)methyl)-N-isopropylcyclohexanecarboxamide), O=C(CC(=O)OCC)C (ethyl 3-oxobutanoate). Yields the product NC1=C(C(=NC2=CC=CC(=C12)OCC1CCC(CC1)C(NC(C)C)=O)C)C(=O)OCC (ethyl 4-amino-5-((4-(isopropylcarbamoyl)cyclohexyl)methoxy)-2-methylquinoline-3-carboxylate). As a reaction SMILES: [NH2:1][C:2]1[C:3]([C:22]#[N:23])=[C:4]([CH:19]=[CH:20][CH:21]=1)[O:5][CH2:6][CH:7]1[CH2:12][CH2:11][CH:10]([C:13]([NH:15][CH:16]([CH3:18])[CH3:17])=[O:14])[CH2:9][CH2:8]1.O=[C:25]([CH3:32])[CH2:26][C:27]([O:29][CH2:30][CH3:31])=[O:28]>>[NH2:23][C:22]1[C:3]2[C:2](=[CH:21][CH:20]=[CH:19][C:4]=2[O:5][CH2:6][CH:7]2[CH2:12][CH2:11][CH:10]([C:13](=[O:14])[NH:15][CH:16]([CH3:18])[CH3:17])[CH2:9][CH2:8]2)[N:1]=[C:25]([CH3:32])[C:26]=1[C:27]([O:29][CH2:30][CH3:31])=[O:28]. Reported procedure: Prepared as in Example 2a from 4-((3-amino-2-cyanophenoxy)methyl)-N-isopropylcyclohexanecarboxamide (Example 126b) and ethyl 3-oxobutanoate as a pale yellow solid (37%). 1H NMR (400 MHz, DMSO-d6) δ 1.01 (d, J=6.4 Hz, 6H), 1.32 (t, J=7.2 Hz, 3H), 1.38-1.81 (m, 8H), 1.88 (m, 1H), 2.25 (m, 1H), 2.55 (s, 3H), 3.82 (bro, J=7.6 Hz, 1H), 4.10 (d, J=6.4 Hz, 2H), 4.31 (q, J=7.6 Hz, 2H), 6.93 (d, J=7.6 Hz, 1H), 7.22 (d, J=8.8 Hz, 1H), 7.50 (m, 2H), 8.09 (s, 2H). MS 428 (MH+). Starting materials: COC1=CC=C2C(CC(OC2=C1CCN1CCC(CC1)N1C=CC2=CC=C(C=C12)C(=O)NC)(C)C)=O (1-{1-[2-(7-Methoxy-2,2-dimethyl-4-oxochroman-8-yl)ethyl]piperidin-4-yl}-N-methyl-1H-indole-6-carboxamide), C([C@H](O)[C@@H](O)C(=O)O)(=O)O (L-(+)-tartaric acid), O1CCCC1 (tetrahydrofuran), O1CCCC1 (tetrahydrofuran). Solvent: C(C)OCC (diethyl ether), C(C)OCC (diethyl ether). Yields the product C(=O)(O)[C@H](O)[C@@H](O)C(=O)O.COC1=CC=C2C(CC(OC2=C1CCN1CCC(CC1)N1C=CC2=CC=C(C=C12)C(=O)NC)(C)C)=O (1-{1-[2-(7-methoxy-2,2-dimethyl-4-oxochroman-8-yl)ethyl]piperidin-4-yl}-N-methyl-1H-indole-6-carboxamide L-(+)-tartrate). Isolated yield 84.2%. RXN SMILES: [CH3:1][O:2][C:3]1[C:12]([CH2:13][CH2:14][N:15]2[CH2:20][CH2:19][CH:18]([N:21]3[C:29]4[C:24](=[CH:25][CH:26]=[C:27]([C:30]([NH:32][CH3:33])=[O:31])[CH:28]=4)[CH:23]=[CH:22]3)[CH2:17][CH2:16]2)=[C:11]2[C:6]([C:7](=[O:36])[CH2:8][C:9]([CH3:35])([CH3:34])[O:10]2)=[CH:5][CH:4]=1.O1CCCC1.[C:42]([OH:51])(=[O:50])[C@@H:43]([C@H:45]([C:47]([OH:49])=[O:48])[OH:46])[OH:44]>C(OCC)C>[C:47]([C@@H:45]([C@H:43]([C:42]([OH:51])=[O:50])[OH:44])[OH:46])([OH:49])=[O:48].[CH3:1][O:2][C:3]1[C:12]([CH2:13][CH2:14][N:15]2[CH2:20][CH2:19][CH:18]([N:21]3[C:29]4[C:24](=[CH:25][CH:26]=[C:27]([C:30]([NH:32][CH3:33])=[O:31])[CH:28]=4)[CH:23]=[CH:22]3)[CH2:17][CH2:16]2)=[C:11]2[C:6]([C:7](=[O:36])[CH2:8][C:9]([CH3:34])([CH3:35])[O:10]2)=[CH:5][CH:4]=1 |f:4.5|. Procedure: 1-{1-[2-(7-Methoxy-2,2-dimethyl-4-oxochroman-8-yl)ethyl]piperidin-4-yl}-N-methyl-1H-indole-6-carboxamide (100 mg) was dissolved in a mixed solvent consisting of tetrahydrofuran (1 ml) and diethyl ether (25 ml). Thereafter, a mixed solvent consisting of tetrahydrofuran (1 ml) and diethyl ether (25 ml) containing L-(+)-tartaric acid (31 mg) was added to the reaction solution at room temperature. The deposited solid was collected by filtration, and the obtained product was then washed with diethyl ... The reactants are Cl (HCl), C(C(C)(C)C)(=O)Cl (pivaloyl chloride), OC=1C(C(OC1C)C)=O (4-Hydroxy-2,5-dimethyl-3(2H)-furanone), ice. Reagents/catalysts: CN(C1=CC=NC=C1)C (4-dimethylaminopyridine). Run in N1=CC=CC=C1 (pyridine), C(Cl)Cl (methylene chloride). Reaction conditions: time 1 hour. Product: CC1OC(=C(C1=O)OC(C(C)(C)C)=O)C (2,5-dimethyl-4-pivaloyloxy-3(2H)-furanone). RXN SMILES: [OH:1][C:2]1[C:3](=[O:9])[CH:4]([CH3:8])[O:5][C:6]=1[CH3:7].[C:10](Cl)(=[O:15])[C:11]([CH3:14])([CH3:13])[CH3:12].Cl>CN(C)C1C=CN=CC=1.N1C=CC=CC=1.C(Cl)Cl>[CH3:7][CH:6]1[C:2](=[O:1])[C:3]([O:9][C:10](=[O:15])[C:11]([CH3:14])([CH3:13])[CH3:12])=[C:4]([CH3:8])[O:5]1. Procedure: 4-Hydroxy-2,5-dimethyl-3(2H)-furanone (1.0 g, TOKYO KASEI KOGYO CO., LTD.) and 4-dimethylaminopyridine (0.05 g) were dissolved in a mixture solution of pyridine (10 ml) and methylene chloride (10 ml) under an argon stream in a 50 ml two-necked flask. To the resulting solution, pivaloyl chloride (1.06 ml) was added dropwise under cooling with ice and the mixture was stirred at room temperature for 1 hour. Subsequently, the reaction mixture solution was mixed with a 0.5N ice-cooled aqueous solutio... The reactants are P(=O)(Cl)(Cl)Cl (phosphorus oxychloride), [N+](=O)([O-])C=1C(=NC=C(C1)C(F)(F)F)O (3-nitro-5-trifluoromethyl-pyridin-2-ol), O (water). Reagents/catalysts: [Cl-].C(C1=CC=CC=C1)[N+](C)(C)C (benzyltrimethyl ammonium chloride). Solvent: C(C)#N (acetonitrile). Reaction conditions: time 3 hour. The product is ClC1=NC=C(C=C1[N+](=O)[O-])C(F)(F)F (2-chloro-3-nitro-5-trifluoromethyl-pyridine). Isolated yield 92.0%. RXN SMILES: [N+:1]([C:4]1[C:5](O)=[N:6][CH:7]=[C:8]([C:10]([F:13])([F:12])[F:11])[CH:9]=1)([O-:3])=[O:2].P(Cl)(Cl)([Cl:17])=O.O>C(#N)C.[Cl-].C([N+](C)(C)C)C1C=CC=CC=1>[Cl:17][C:5]1[C:4]([N+:1]([O-:3])=[O:2])=[CH:9][C:8]([C:10]([F:13])([F:12])[F:11])=[CH:7][N:6]=1 |f:4.5|. Procedure details: In a 25 ml flask, 3-nitro-5-trifluoromethyl-pyridin-2-ol (300 mg, 1.44 mmol) was dissolved in acetonitrile (4.5 ml), and then phosphorus oxychloride (0.4 ml, 4.33 mmol) and benzyltrimethyl ammonium chloride (164 mg, 0.721 mmol) were added thereto. The mixture was stirred for 3 hours at 800. After completion of the reaction, water was added thereto and the mixture was extracted with ethyl acetate. The combined organic layer was dried over anhydrous sodium sulfate (Na2SO4), filtered and evaporated... Reactants: O.O.C(C(=O)O)(=O)O (Oxalic acid dihydrate), CC=1C=C(C=C(O)C1)O (5-methylresorcinol), CC1(C=C[C@H](CC1)C=CC(C)=C)O ((4R)-1-Methyl-4-isoprenylcyclohex-2-ene-1-ol). Solvent: C(C)OCC (diethyl ether), C1(=CC=CC=C1)C (toluene), C(C)OCC (diethyl ether). Reaction conditions: time 5 hour. The product is CC=1C(=C(C=C(C1)O)O)C1C=C(CCC1C=CC(C)=C)C (5-methyl-4-(6-Isoprenyl-3-methylcyclohex-2-enyl)benzene-1,3-diol). The yield is 140.7%. Reaction SMILES: [CH3:1][C:2]1(O)[CH2:7][CH2:6][C@H:5]([CH:8]=[CH:9][C:10](=[CH2:12])[CH3:11])[CH:4]=[CH:3]1.[CH3:14][C:15]1[CH:16]=[C:17]([OH:22])[CH:18]=[C:19]([CH:21]=1)[OH:20].O.O.C(O)(=O)C(O)=O>C1(C)C=CC=CC=1.C(OCC)C>[CH3:14][C:15]1[C:16]([CH:4]2[CH:5]([CH:8]=[CH:9][C:10](=[CH2:11])[CH3:12])[CH2:6][CH2:7][C:2]([CH3:1])=[CH:3]2)=[C:17]([OH:22])[CH:18]=[C:19]([OH:20])[CH:21]=1 |f:2.3.4|. Reported procedure: (4R)-1-Methyl-4-isoprenylcyclohex-2-ene-1-ol (300 mg, 2 mmoles) was dissolved in toluene (20 ml) and 5-methylresorcinol (248 mg, 2 mmoles) was added in diethyl ether (5 ml). Oxalic acid dihydrate (252 mg, 2 mmoles) was added and the reaction mixture heated with stirring at 80° for 5 hours. The reaction mixture was allowed to cool and diluted with diethyl ether (30 ml). The ether solution was washed twice with aqueous sodium bicarbonate and dried over anhydrous magnesium sulphate. The solvents we...